This data is from the Open Reaction Database (ORD), a public repository of structured organic reaction records. The task is: describe an organic reaction: reactants, conditions, products, and yield Reactants: C(=O)([O-])[O-].[K+].[K+] (K2CO3), C(=O)([O-])[O-].[Na+].[Na+] (Na2CO3), BrC1=CC=C2C=NNC2=C1 (6-bromoindazole), C(C)(C)(C)OC(=O)N1CCC(=CC1)B1OC(C(O1)(C)C)(C)C (4-(4,4,5,5-tetramethyl-[1,3,2]dioxaborolan-2-yl)-3,6-dihydro-2H-pyridine-1-carboxylic acid tert-butyl ester). Reagents/catalysts: C=1C=CC(=CC1)[P](C=2C=CC=CC2)(C=3C=CC=CC3)[Pd]([P](C=4C=CC=CC4)(C=5C=CC=CC5)C=6C=CC=CC6)([P](C=7C=CC=CC7)(C=8C=CC=CC8)C=9C=CC=CC9)[P](C=1C=CC=CC1)(C=1C=CC=CC1)C=1C=CC=CC1 (Pd(PPh3)4). Run in O1CCOCC1 (1,4-dioxane). Run at temperature 110 celsius. Product: C(C)(C)(C)OC(=O)N1CCC(=CC1)C1=CC=C2C=NNC2=C1 (4-(1H-indazol-6-yl)-3,6-dihydro-2H-pyridine-1-carboxylic acid tert-butyl ester). As a reaction SMILES: Br[C:2]1[CH:10]=[C:9]2[C:5]([CH:6]=[N:7][NH:8]2)=[CH:4][CH:3]=1.[C:11]([O:15][C:16]([N:18]1[CH2:23][CH:22]=[C:21](B2OC(C)(C)C(C)(C)O2)[CH2:20][CH2:19]1)=[O:17])([CH3:14])([CH3:13])[CH3:12].C([O-])([O-])=O.[K+].[K+].C([O-])([O-])=O.[Na+].[Na+]>C1C=CC([P]([Pd]([P](C2C=CC=CC=2)(C2C=CC=CC=2)C2C=CC=CC=2)([P](C2C=CC=CC=2)(C2C=CC=CC=2)C2C=CC=CC=2)[P](C2C=CC=CC=2)(C2C=CC=CC=2)C2C=CC=CC=2)(C2C=CC=CC=2)C2C=CC=CC=2)=CC=1.O1CCOCC1>[C:11]([O:15][C:16]([N:18]1[CH2:19][CH:20]=[C:21]([C:2]2[CH:10]=[C:9]3[C:5]([CH:6]=[N:7][NH:8]3)=[CH:4][CH:3]=2)[CH2:22][CH2:23]1)=[O:17])([CH3:14])([CH3:12])[CH3:13] |f:2.3.4,5.6.7,^1:48,50,69,88|. Reported procedure: To a mixture of 6-bromoindazole (2.0 g, 10.2 mmol), 4-(4,4,5,5-tetramethyl-[1,3,2]dioxaborolan-2-yl)-3,6-dihydro-2H-pyridine-1-carboxylic acid tert-butyl ester (3.5 g, 11.2 mmol) and Pd(PPh3)4 (1.2 g, 1.0 mmol) under N2 were added 1,4-dioxane (80 mL), followed by addition of K2CO3 (2 M in H2O, 20 mL, 40 mmol). The resulting mixture was heated at 110° C. for 16 h, then cooled to room temperature. The resulting mixture was then treated with saturated Na2CO3 aqueous solution. The resulting mixture ... Reactants: O=C([O-])[O-], Cc1ccc([N+](=O)[O-])c(F)c1, [K+], [K+], CC(C)(N)CCNC(=O)OC(C)(C)C, CN(C)C=O. Product: Cc1ccc([N+](=O)[O-])c(NC(C)(C)CCNC(=O)OC(C)(C)C)c1. RXN SMILES: [C:26](=[O:27])([O-:28])[O-:29].[F:1][c:2]1[cH:3][c:4]([CH3:11])[cH:5][cH:6][c:7]1[N+:8](=[O:9])[O-:10].[K+:30].[K+:31].[NH2:12][C:13]([CH2:14][CH2:15][NH:16][C:17]([O:18][C:19]([CH3:20])([CH3:21])[CH3:22])=[O:23])([CH3:24])[CH3:25].[O:32]=[CH:33][N:34]([CH3:35])[CH3:36]>>[c:2]1([NH:12][C:13]([CH2:14][CH2:15][NH:16][C:17]([O:18][C:19]([CH3:20])([CH3:21])[CH3:22])=[O:23])([CH3:24])[CH3:25])[cH:3][c:4]([CH3:11])[cH:5][cH:6][c:7]1[N+:8](=[O:9])[O-:10]. Starting materials: [Al+3], Cc1cnc2[nH]ccc2c1, CCOC(C)=O, CO, [Cl-], [Cl-], [Cl-], Cl, O=C(Cl)c1c(F)ccc([N+](=O)[O-])c1F, C[N+](=O)[O-], O. RXN SMILES: [Al+3:14].[CH3:1][c:2]1[cH:3][c:4]2[c:5]([n:6][cH:7]1)[nH:8][cH:9][cH:10]2.[CH3:33][CH2:34][O:35][C:36](=[O:37])[CH3:38].[CH3:41][OH:42].[Cl-:11].[Cl-:12].[Cl-:13].[ClH:40].[F:19][c:20]1[c:21]([C:22](=[O:23])[Cl:24])[c:25]([F:32])[cH:26][cH:27][c:28]1[N+:29](=[O:30])[O-:31].[N+:15]([CH3:16])([O-:17])=[O:18].[OH2:39]>>[CH3:1][c:2]1[cH:3][c:4]2[c:5]([n:6][cH:7]1)[nH:8][cH:9][c:10]2[C:22]([c:21]1[c:20]([F:19])[c:28]([N+:29](=[O:30])[O-:31])[cH:27][cH:26][c:25]1[F:32])=[O:23]. The product is Cc1cnc2[nH]cc(C(=O)c3c(F)ccc([N+](=O)[O-])c3F)c2c1. Reactants: FC=1C=C(C=NC1)CSC1=NC(=CC(=N1)O)C (2-{[(5-fluoropyridin-3-yl)methyl]sulfanyl}-6-methylpyrimidin-4-ol), Cl.O1CCOCC1 (HCl dioxane). Solvent: CO (MeOH). Product: Cl.FC=1C=C(C=NC1)CSC1=NC(=CC(=N1)O)C (2-{[(5-fluoropyridin-3-yl)methyl]sulfanyl}-6-methylpyrimidin-4-ol hydrochloride). The yield is 100.0%. Reaction SMILES: [F:1][C:2]1[CH:3]=[C:4]([CH2:8][S:9][C:10]2[N:15]=[C:14]([OH:16])[CH:13]=[C:12]([CH3:17])[N:11]=2)[CH:5]=[N:6][CH:7]=1.[ClH:18].O1CCOCC1>CO>[ClH:18].[F:1][C:2]1[CH:3]=[C:4]([CH2:8][S:9][C:10]2[N:15]=[C:14]([OH:16])[CH:13]=[C:12]([CH3:17])[N:11]=2)[CH:5]=[N:6][CH:7]=1 |f:1.2,4.5|. Procedure: To a mixture of 2-{[(5-fluoropyridin-3-yl)methyl]sulfanyl}-6-methylpyrimidin-4-ol (185 mg, 0.74 mmol) in MeOH (2 mL) was added 4 M HCl/dioxane (1 mL, 4.0 mmol). The mixture was evaporated and dried in vacuo, affording the title compound (213 mg, 99% yield); 1H NMR (400 MHz, DMSO-d6): δ 2.22 (s, 3H), 4.43 (s, 2H), 6.09 (s, 1H), 7.96 (td, 1H, J=2.7 Hz, 7.4 Hz), 8.57 (d, 1H, J=2.5 Hz), 8.62 (t, 1H, J=1.6 Hz); M+ 252.